This data is from the Open Reaction Database (ORD), a public repository of structured organic reaction records. The task is: describe an organic reaction: reactants, conditions, products, and yield Reactants: C(C1=CC=CC=C1)O[C@@H]1[C@]2(O[C@H]([C@@H]1OC2)N2C(=O)NC(=O)C=C2)COCC2=CC=CC=C2 ((1S,3R,4R,7S)-7-Benzyloxy-1-benzyloxymethyl-3-(uracil-1-yl)-2,5-dioxabicyclo[2.2.1]heptane). Reagents/catalysts: [OH-].[Pd+2].[OH-] (palladium hydroxide). Run in C(C)O (ethanol). Conditions: time 4 hour. Yields the product O[C@@H]1[C@]2(O[C@H]([C@@H]1OC2)N2C(=O)NC(=O)C=C2)CO ((1S,3R,4R,7S)-7-Hydroxy-1-hydroxymethyl-3-(uracil-1-yl)-2,5-dioxabicyclo[2.2.1]heptane), material. Yield: 78.0%. RXN SMILES: C([O:8][C@H:9]1[C@H:13]2[O:14][CH2:15][C@:10]1([CH2:24][O:25]CC1C=CC=CC=1)[O:11][C@H:12]2[N:16]1[CH:23]=[CH:22][C:20](=[O:21])[NH:19][C:17]1=[O:18])C1C=CC=CC=1>C(O)C.[OH-].[Pd+2].[OH-]>[OH:8][C@H:9]1[C@H:13]2[O:14][CH2:15][C@:10]1([CH2:24][OH:25])[O:11][C@H:12]2[N:16]1[CH:23]=[CH:22][C:20](=[O:21])[NH:19][C:17]1=[O:18] |f:2.3.4|. Reported procedure: To a solution of compound 43 (0.35 g, 0.8 mmol) in absolute ethanol (2 cm3) was added 20% palladium hydroxide over carbon (0.37 g) and the mixture was degassed several times with hydrogen and stirred under the atmosphere of hydrogen for 4 h. The solvent was removed under reduced pressure and the residue was purified by silica gel column chromatography using dichloramethane/methanol (9:1, v/v) as eluent to give nucleoside 44 as a white solid material (0.16 g, 78%). δH (CD3OD) 7.88 (1H, d, J 8.1, ...